describe an organic reaction: reactants, conditions, products, and yield From a dataset of the Open Reaction Database (ORD), a public repository of structured organic reaction records. Reactants: [Cl-].[Cl-].[Ca+2] (CaCl2), FC=1C(=C(C=CC1)CC(=O)OC)I (methyl (3-fluoro-2-iodophenyl)acetate), [BH4-].[Na+] (NaBH4). Solvent: C(C)O (ethanol). Conditions: time 10 minute. Product: FC=1C(=C(C=CC1)CCO)I (2-(3-fluoro-2-iodophenyl)ethanol). As a reaction SMILES: [F:1][C:2]1[C:3]([I:13])=[C:4]([CH2:8][C:9](OC)=[O:10])[CH:5]=[CH:6][CH:7]=1.[Cl-].[Cl-].[Ca+2].[BH4-].[Na+]>C(O)C>[F:1][C:2]1[C:3]([I:13])=[C:4]([CH2:8][CH2:9][OH:10])[CH:5]=[CH:6][CH:7]=1 |f:1.2.3,4.5|. Reported procedure: A solution of methyl (3-fluoro-2-iodophenyl)acetate (1.2 g, 4 mmol) in 25 mL of ethanol was cooled to 0˜5° C., CaCl2 (900 mg, 8 mmol) was added and the mixture was stirred at 0˜5° C. for 10 min. NaBH4(600 mg, 15.7 mmol) was added slowly. The reaction was warmed to room temperature and stirred at room temperature for 2 hours. Recooled to 0˜5° C., quenched with aqueous citric acid solution, extracted with EtOAc. The organic layers were washed with water and brine, dried over anhydrous sodium sulfa... Reactants: CN(C(=O)C=1N=C(SC1C1=CC=C(C=C1)F)C)CCNC(C(F)(F)F)=O (5-(4-fluoro-phenyl)-2-methyl-thiazole-4-carboxylic acid methyl-[2-(2,2,2-trifluoro-ethanoylamino)-ethyl]-amide), D4, C(=O)([O-])[O-].[K+].[K+] (K2CO3). The solvent is CO.O (methanol water). Conditions: time 16 hour. Yields the product NCCN(C(=O)C=1N=C(SC1C1=CC=C(C=C1)F)C)C (5-(4-Fluoro-phenyl)-2-methyl-thiazole-4-carboxylic Acid (2-amino-ethyl)-methyl-amide). Isolated yield 72.0%. Reaction SMILES: [CH3:1][N:2]([CH2:18][CH2:19][NH:20]C(=O)C(F)(F)F)[C:3]([C:5]1[N:6]=[C:7]([CH3:17])[S:8][C:9]=1[C:10]1[CH:15]=[CH:14][C:13]([F:16])=[CH:12][CH:11]=1)=[O:4].C([O-])([O-])=O.[K+].[K+]>CO.O>[NH2:20][CH2:19][CH2:18][N:2]([CH3:1])[C:3]([C:5]1[N:6]=[C:7]([CH3:17])[S:8][C:9]=1[C:10]1[CH:15]=[CH:14][C:13]([F:16])=[CH:12][CH:11]=1)=[O:4] |f:1.2.3,4.5|. Reported procedure: A solution of 5-(4-fluoro-phenyl)-2-methyl-thiazole-4-carboxylic acid methyl-[2-(2,2,2-trifluoro-ethanoylamino)-ethyl]-amide, D4 (443 mg, 1.14 mmol) im methanol/water (30 ml/10 ml) was treated with solid K2CO3 (787 mg, 5.70 mmol) and stirred at room temperature, under argon for 16 h. The methanol was removed in vacuo. The residue was diluted with water and extracted with ethyl acetate (3×). The combined organics were dried (MgSO4) and the solvent removed in vacuo to afford the title compound as ... The product is ClC=1C=C(C=CC1)C1C(=C(C(N1CCCN1C=NC=C1)=O)O)CCCCC (5-(3-Chloro-phenyl)-3-hydroxy-1-(3-imidazol-1-yl-propyl)-4-pentyl-1,5-dihydro-pyrrol-2-one). Starting materials: N1(C=NC=C1)CCCN (3-Imidazol-1-yl-propylamine), ClC=1C=C(C=O)C=CC1 (3-Chloro-benzaldehyde), C(C)OC(C(CCCCCC)=O)=O (2-Oxo-octanoic acid ethyl ester). Reported procedure: 3-Imidazol-1-yl-propylamine (1 mmol) and 3-Chloro-benzaldehyde (1 mmol) were added to ethanol (5 ml). After 30 min 2-Oxo-octanoic acid ethyl ester (1 mmol) was added. The reaction was heated to 50° C. and stirred for 24 h. After evaporation of the solvent the residue was purified with chromatographic methods. Solvent: C(C)O (ethanol). Conditions: temperature 50 celsius, time 24 hour. RXN SMILES: [N:1]1([CH2:6][CH2:7][CH2:8][NH2:9])[CH:5]=[CH:4][N:3]=[CH:2]1.[Cl:10][C:11]1[CH:12]=[C:13]([CH:16]=[CH:17][CH:18]=1)[CH:14]=O.C([O:21][C:22](=O)[C:23](=[O:30])[CH2:24][CH2:25][CH2:26][CH2:27][CH2:28][CH3:29])C>C(O)C>[Cl:10][C:11]1[CH:12]=[C:13]([CH:14]2[N:9]([CH2:8][CH2:7][CH2:6][N:1]3[CH:5]=[CH:4][N:3]=[CH:2]3)[C:22](=[O:21])[C:23]([OH:30])=[C:24]2[CH2:25][CH2:26][CH2:27][CH2:28][CH3:29])[CH:16]=[CH:17][CH:18]=1. The reactants are ClCCl, COC(=O)C(C)N(Cc1ccccc1)S(=O)(=O)N1CCN(c2ccc(Cl)cc2)CC1, CO, Clc1ccc(OC2CCNCC2)nc1, Clc1ccc(N2CCNCC2)cc1, Cl, Cl, [K+], NO, [OH-]. Yields the product CC(C(=O)NO)N(Cc1ccccc1)S(=O)(=O)N1CCN(c2ccc(Cl)cc2)CC1. RXN SMILES: [CH2:66]([Cl:67])[Cl:68].[CH2:6]([c:7]1[cH:8][cH:9][cH:10][cH:11][cH:12]1)[N:13]([CH:14]([C:15](=[O:16])[O:17][CH3:18])[CH3:19])[S:20](=[O:21])(=[O:22])[N:23]1[CH2:24][CH2:25][N:26]([c:29]2[cH:30][cH:31][c:32]([Cl:35])[cH:33][cH:34]2)[CH2:27][CH2:28]1.[CH3:64][OH:65].[Cl:36][c:37]1[cH:38][cH:39][c:40]([O:41][CH:42]2[CH2:43][CH2:44][NH:45][CH2:46][CH2:47]2)[n:48][cH:49]1.[Cl:50][c:51]1[cH:52][cH:53][c:54]([N:55]2[CH2:56][CH2:57][NH:58][CH2:59][CH2:60]2)[cH:61][cH:62]1.[ClH:3].[ClH:63].[K+:2].[NH2:4][OH:5].[OH-:1]>>[OH:1][NH:4][C:15]([CH:14]([N:13]([CH2:6][c:7]1[cH:8][cH:9][cH:10][cH:11][cH:12]1)[S:20](=[O:21])(=[O:22])[N:23]1[CH2:24][CH2:25][N:26]([c:29]2[cH:30][cH:31][c:32]([Cl:35])[cH:33][cH:34]2)[CH2:27][CH2:28]1)[CH3:19])=[O:16]. Starting materials: NCCCCN1CCCC1CO, Cc1cc(F)c(COc2nsc(NC(=O)Oc3ccccc3)c2C(N)=O)cc1F. Product: Cc1cc(F)c(COc2nsc(NC(=O)NCCCCN3CCCC3CO)c2C(N)=O)cc1F. As a reaction SMILES: [NH2:30][CH2:31][CH2:32][CH2:33][CH2:34][N:35]1[CH:36]([CH2:40][OH:41])[CH2:37][CH2:38][CH2:39]1.[c:1]1([O:2][C:8]([NH:9][c:10]2[c:11]([C:26]([NH2:27])=[O:28])[c:12]([O:15][CH2:16][c:17]3[c:18]([F:25])[cH:19][c:20]([CH3:24])[c:21]([F:23])[cH:22]3)[n:13][s:14]2)=[O:29])[cH:3][cH:4][cH:5][cH:6][cH:7]1>>[C:8]([NH:9][c:10]1[c:11]([C:26]([NH2:27])=[O:28])[c:12]([O:15][CH2:16][c:17]2[c:18]([F:25])[cH:19][c:20]([CH3:24])[c:21]([F:23])[cH:22]2)[n:13][s:14]1)(=[O:29])[NH:30][CH2:31][CH2:32][CH2:33][CH2:34][N:35]1[CH:36]([CH2:40][OH:41])[CH2:37][CH2:38][CH2:39]1. Reactants: C[Si](C)(C)Cl, Clc1nc(NC2CCC2)c2cc[nH]c2n1, CN(C(=O)C1CC1)c1ccc(N)cc1. Product: CN(C(=O)C1CC1)c1ccc(Nc2nc(NC3CCC3)c3cc[nH]c3n2)cc1. Reaction SMILES: [CH3:30][Si:31]([Cl:32])([CH3:33])[CH3:34].[Cl:1][c:2]1[n:3][c:4]([NH:11][CH:12]2[CH2:13][CH2:14][CH2:15]2)[c:5]2[c:6]([n:7]1)[nH:8][cH:9][cH:10]2.[NH2:16][c:17]1[cH:18][cH:19][c:20]([N:23]([C:24](=[O:25])[CH:26]2[CH2:27][CH2:28]2)[CH3:29])[cH:21][cH:22]1>>[c:2]1([NH:16][c:17]2[cH:18][cH:19][c:20]([N:23]([C:24](=[O:25])[CH:26]3[CH2:27][CH2:28]3)[CH3:29])[cH:21][cH:22]2)[n:3][c:4]([NH:11][CH:12]2[CH2:13][CH2:14][CH2:15]2)[c:5]2[c:6]([n:7]1)[nH:8][cH:9][cH:10]2. Reactants: C1CCOC1, [Li]CCCC, CN(C)C=O, CC(C)(C)C(=O)Nc1ccsc1. Yields the product CC(C)(C)C(=O)Nc1ccsc1C=O. RXN SMILES: [CH2:23]1[O:24][CH2:25][CH2:26][CH2:27]1.[CH3:13][CH2:14][CH2:15][CH2:16][Li:17].[O:18]=[CH:19][N:20]([CH3:21])[CH3:22].[s:1]1[cH:2][c:3]([NH:6][C:7]([C:8]([CH3:9])([CH3:10])[CH3:11])=[O:12])[cH:4][cH:5]1>>[s:1]1[c:2]([CH:19]=[O:18])[c:3]([NH:6][C:7]([C:8]([CH3:9])([CH3:10])[CH3:11])=[O:12])[cH:4][cH:5]1. Starting materials: BrC1=C(CCO)C=CC=C1 (o-bromophenethyl alcohol), P(Br)(Br)Br (phosphorus tribromide), ice. Run at time 3 hour. Yields the product BrC1=C(CCBr)C=CC=C1 (o-bromophenethyl bromide). Yield: 145.2%. As a reaction SMILES: [Br:1][C:2]1[CH:10]=[CH:9][CH:8]=[CH:7][C:3]=1[CH2:4][CH2:5]O.P(Br)(Br)[Br:12]>>[Br:1][C:2]1[CH:10]=[CH:9][CH:8]=[CH:7][C:3]=1[CH2:4][CH2:5][Br:12]. Procedure details: To 550.0 g of o-bromophenethyl alcohol, while stirring, is added, dropwise, 375.0 g of phosphorus tribromide. After stirring for three hours at room temperature, the reaction mixture is heated on a steam bath for three hours and then poured into 6 kg of crushed ice. The mixture is extracted with three 600 and two 200 ml portions of ether. The ether extracts are washed, dried, concentrated, and the residue is distilled to give 531.0 g of o-bromophenethyl bromide, bp. about 86°-88° (0.9mm), nD26 1...